Dataset: the Open Reaction Database (ORD), a public repository of structured organic reaction records. Task: describe an organic reaction: reactants, conditions, products, and yield Reactants: N1(C=NC=C1)C(=O)O[C@@]([C@@H](C)S[C@H]1CO[C@@H](OC1)\C=C\C=C\C1=C(C=C(C=C1)C#N)F)(CN1N=CN=C1)C1=C(C=C(C=C1)F)F ((1R,2R)-2-[[trans-2-[(1E,3E)-4-(4-Cyano-2-fluorophenyl)-1,3-butadienyl]-1,3-dioxan-5-yl]thio]-1-(2,4-difluorophenyl)-1-[(1H-1,2,4-triazol-1-yl)methyl]propyl imidazole-1-carboxylate), [Si](C1=CC=CC=C1)(C1=CC=CC=C1)(C(C)(C)C)OCCO (2-[(tert-butyldiphenylsilyl)oxy]ethanol), P(=O)([O-])([O-])[O-] (phosphate). Reagents/catalysts: CC(C)([O-])C.[K+] (potassium tert-butoxide). The solvent is ClCCl (dichloromethane). The product is C(OCCO[Si](C1=CC=CC=C1)(C1=CC=CC=C1)C(C)(C)C)(O[C@@]([C@@H](C)S[C@H]1CO[C@@H](OC1)\C=C\C=C\C1=C(C=C(C=C1)C#N)F)(CN1N=CN=C1)C1=C(C=C(C=C1)F)F)=O (2-[(tert-Butyldiphenylsilyl)oxy]ethyl(1R,2R)-2-[[trans-2-[(1E,3E)-4-(4-cyano-2-fluorophenyl)-1,3-butadienyl]-1,3-dioxan-5-yl]thio]-1-(2,4-difluorophenyl)-1-[(1H-1,2,4-triazol-1-yl)methyl]propyl carbonate). Yield: 72.7%. As a reaction SMILES: N1([C:6]([O:8][C@:9]([C:38]2[CH:43]=[CH:42][C:41]([F:44])=[CH:40][C:39]=2[F:45])([CH2:32][N:33]2[CH:37]=[N:36][CH:35]=[N:34]2)[C@H:10]([S:12][C@@H:13]2[CH2:18][O:17][C@@H:16](/[CH:19]=[CH:20]/[CH:21]=[CH:22]/[C:23]3[CH:28]=[CH:27][C:26]([C:29]#[N:30])=[CH:25][C:24]=3[F:31])[O:15][CH2:14]2)[CH3:11])=[O:7])C=CN=C1.[Si:46]([O:63][CH2:64][CH2:65][OH:66])([C:59]([CH3:62])([CH3:61])[CH3:60])([C:53]1[CH:58]=[CH:57][CH:56]=[CH:55][CH:54]=1)[C:47]1[CH:52]=[CH:51][CH:50]=[CH:49][CH:48]=1.P([O-])([O-])([O-])=O>ClCCl.CC(C)([O-])C.[K+]>[C:6](=[O:7])([O:8][C@:9]([C:38]1[CH:43]=[CH:42][C:41]([F:44])=[CH:40][C:39]=1[F:45])([CH2:32][N:33]1[CH:37]=[N:36][CH:35]=[N:34]1)[C@H:10]([S:12][C@@H:13]1[CH2:18][O:17][C@@H:16](/[CH:19]=[CH:20]/[CH:21]=[CH:22]/[C:23]2[CH:28]=[CH:27][C:26]([C:29]#[N:30])=[CH:25][C:24]=2[F:31])[O:15][CH2:14]1)[CH3:11])[O:66][CH2:65][CH2:64][O:63][Si:46]([C:59]([CH3:62])([CH3:61])[CH3:60])([C:53]1[CH:54]=[CH:55][CH:56]=[CH:57][CH:58]=1)[C:47]1[CH:52]=[CH:51][CH:50]=[CH:49][CH:48]=1 |f:4.5|. Procedure details: (1R,2R)-2-[[trans-2-[(1E,3E)-4-(4-Cyano-2-fluorophenyl)-1,3-butadienyl]-1,3-dioxan-5-yl]thio]-1-(2,4-difluorophenyl)-1-[(1H-1,2,4-triazol-1-yl)methyl]propyl imidazole-1-carboxylate (637 mg, 1.00 mmol) obtained from Example 15-(1) and the crude 2-[(tert-butyldiphenylsilyl)oxy]ethanol (315 mg, ca. 1.05 mmol) obtained from Example 15-(2) were dissolved in dichloromethane (3 ml), and potassium tert-butoxide (5 mg) was added thereto. The mixture was heated under reflux for 15 minutes with stirring. A... Yields the product C1(=CC=CC=C1)CCOC(CCC1=CC(=C(C(=C1)C(C)(C)C)O)C(C)(C)C)=O (3-(4-hydroxy-3,5-di-tert.-butylphenyl)-propionic acid-2-phenylethyl ester). Reported procedure: 3-(4-hydroxy-3,5-di-tert.-butylphenyl)-propionic acid-2-phenylethyl ester was prepared from 278 g (1 mol) of 3-(4-hydroxy-3,5-di-tert.-butylphenyl)-propionic acid and 122 g (1 mol) of 2-phenylethanol by azeotropic esterification in toluene with 0.5 g of 4-toluenesulfonic acid. The product was analyzed and the results of this analysis were as follows: Starting materials: OC1=C(C=C(C=C1C(C)(C)C)CCC(=O)O)C(C)(C)C (3-(4-hydroxy-3,5-di-tert.-butylphenyl)-propionic acid), C1(=CC=CC=C1)CCO (2-phenylethanol), C1(=CC=C(C=C1)S(=O)(=O)O)C (4-toluenesulfonic acid). Run in C1(=CC=CC=C1)C (toluene). As a reaction SMILES: [OH:1][C:2]1[C:7]([C:8]([CH3:11])([CH3:10])[CH3:9])=[CH:6][C:5]([CH2:12][CH2:13][C:14]([OH:16])=[O:15])=[CH:4][C:3]=1[C:17]([CH3:20])([CH3:19])[CH3:18].[C:21]1([CH2:27][CH2:28]O)[CH:26]=[CH:25][CH:24]=[CH:23][CH:22]=1.C1(C)C=CC(S(O)(=O)=O)=CC=1>C1(C)C=CC=CC=1>[C:21]1([CH2:27][CH2:28][O:15][C:14](=[O:16])[CH2:13][CH2:12][C:5]2[CH:4]=[C:3]([C:17]([CH3:20])([CH3:19])[CH3:18])[C:2]([OH:1])=[C:7]([C:8]([CH3:11])([CH3:10])[CH3:9])[CH:6]=2)[CH:26]=[CH:25][CH:24]=[CH:23][CH:22]=1. Reported procedure: (2S,4R)-N-(4-Chloro-phenyl)-N-[1-(4-hydroxy-benzoyl)-2-methyl-1,2,3,4-tetrahydro-quinolin-4-yl]-acetamide was dissolved in DMF at room temperature and K2CO3 was added. 3-(3-Bromo-propyl)-5-methyl-3H-imidazole-4-carboxylic acid ethyl ester (prepared from the dibromide and the corresponding imidazole with NaH in THF) was added and the reaction was allowed to heat to 80° C. overnight. The reaction mixture was concentrated in vacuo. The residue was partitioned between ethyl acetate and water, then e... The solvent is C1CCOC1 (THF), CN(C)C=O (DMF). Conditions: temperature 80 celsius. Starting materials: N1C=NC=C1 (imidazole), [H-].[Na+] (NaH), ClC1=CC=C(C=C1)N(C(C)=O)[C@@H]1C[C@@H](N(C2=CC=CC=C12)C(C1=CC=C(C=C1)O)=O)C ((2S,4R)-N-(4-Chloro-phenyl)-N-[1-(4-hydroxy-benzoyl)-2-methyl-1,2,3,4-tetrahydro-quinolin-4-yl]-acetamide), C(C)OC(=O)C=1N(C=NC1C)CCCBr (3-(3-Bromo-propyl)-5-methyl-3H-imidazole-4-carboxylic acid ethyl ester), dibromide, C(=O)([O-])[O-].[K+].[K+] (K2CO3). Product: C(C)OC(=O)C=1N(C=NC1C)CCCOC1=CC=C(C=C1)C(=O)N1[C@H](C[C@H](C2=CC=CC=C12)N(C1=CC=C(C=C1)Cl)C(C)=O)C ((2S,4R)-3-[3-(4-{4-[acetyl(4-chloro-phenyl)-amino]-2-methyl-3,4-dihydro-2H-quinoline-1-carbonyl}-phenoxy)-propyl]-5-methyl-3H-imidazole-4-carboxylic acid ethyl ester). RXN SMILES: [Cl:1][C:2]1[CH:7]=[CH:6][C:5]([N:8]([C@H:12]2[C:21]3[C:16](=[CH:17][CH:18]=[CH:19][CH:20]=3)[N:15]([C:22](=[O:30])[C:23]3[CH:28]=[CH:27][C:26]([OH:29])=[CH:25][CH:24]=3)[C@@H:14]([CH3:31])[CH2:13]2)[C:9](=[O:11])[CH3:10])=[CH:4][CH:3]=1.C([O-])([O-])=O.[K+].[K+].[CH2:38]([O:40][C:41]([C:43]1[N:44]([CH2:49][CH2:50][CH2:51]Br)[CH:45]=[N:46][C:47]=1[CH3:48])=[O:42])[CH3:39].N1C=CN=C1.[H-].[Na+]>CN(C=O)C.C1COCC1>[CH2:38]([O:40][C:41]([C:43]1[N:44]([CH2:49][CH2:50][CH2:51][O:29][C:26]2[CH:25]=[CH:24][C:23]([C:22]([N:15]3[C:16]4[C:21](=[CH:20][CH:19]=[CH:18][CH:17]=4)[C@H:12]([N:8]([C:9](=[O:11])[CH3:10])[C:5]4[CH:4]=[CH:3][C:2]([Cl:1])=[CH:7][CH:6]=4)[CH2:13][C@@H:14]3[CH3:31])=[O:30])=[CH:28][CH:27]=2)[CH:45]=[N:46][C:47]=1[CH3:48])=[O:42])[CH3:39] |f:1.2.3,6.7|. Starting materials: Cn1nc([N+](=O)[O-])cc1CBr, CN, CC(C)=O, [K+], [K+], O=C([O-])[O-]. The product is CNCc1cc([N+](=O)[O-])nn1C. As a reaction SMILES: [Br:9][CH2:10][c:11]1[cH:12][c:13]([N+:17](=[O:18])[O-:19])[n:14][n:15]1[CH3:16].[CH3:1][NH2:2].[CH3:20][C:21](=[O:22])[CH3:23].[K+:3].[K+:4].[O-:5][C:6]([O-:7])=[O:8]>>[CH3:1][NH:2][CH2:10][c:11]1[cH:12][c:13]([N+:17](=[O:18])[O-:19])[n:14][n:15]1[CH3:16]. Starting materials: C(C)(=O)O[C@H]1[C@H](O[C@@H]([C@@H]([C@@H]1OC(C)=O)OC(C)=O)COC(C)=O)O[C@H]1[C@@H]([C@H]([C@@H](O[C@@H]1COC(C)=O)N)OC(C)=O)OC(C)=O (4-O-(2,3,4,6-tetra-O-acetyl-α-D-galactopyranosyl)-2,3,6-tri-O-acetyl-β-D-glucopyranosyl amine), CC(=O)C1C(=O)CC(CC1=O)(C)C (2-acetyldimedone). The solvent is CO (MeOH). Yields the product C(C)(=O)O[C@H]1[C@H](O[C@@H]([C@@H]([C@@H]1OC(C)=O)OC(C)=O)COC(C)=O)O[C@H]1[C@@H]([C@H]([C@@H](O[C@@H]1COC(C)=O)NC(C)=C1C(CC(CC1=O)(C)C)=O)OC(C)=O)OC(C)=O (4-O-(2,3,4,6-tetra-O-acetyl-α-D-galactopyranosyl)-2,3,6-tri-O-acetyl-N-[1-(4,4-dimethyl-2,6-dioxocyclohex-1-ylidene)ethyl]-β-D-glucopyranosyl amine). Isolated yield 55.2%. RXN SMILES: [C:1]([O:4][C@@H:5]1[C@@H:10]([O:11][C:12](=[O:14])[CH3:13])[C@@H:9]([O:15][C:16](=[O:18])[CH3:17])[C@@H:8]([CH2:19][O:20][C:21](=[O:23])[CH3:22])[O:7][C@@H:6]1[O:24][C@@H:25]1[C@@H:30]([CH2:31][O:32][C:33](=[O:35])[CH3:34])[O:29][C@@H:28]([NH2:36])[C@H:27]([O:37][C:38](=[O:40])[CH3:39])[C@H:26]1[O:41][C:42](=[O:44])[CH3:43])(=[O:3])[CH3:2].[CH3:45][C:46]([CH:48]1[C:54](=[O:55])[CH2:53][C:52]([CH3:57])([CH3:56])[CH2:51][C:49]1=[O:50])=O>CO>[C:1]([O:4][C@@H:5]1[C@@H:10]([O:11][C:12](=[O:14])[CH3:13])[C@@H:9]([O:15][C:16](=[O:18])[CH3:17])[C@@H:8]([CH2:19][O:20][C:21](=[O:23])[CH3:22])[O:7][C@@H:6]1[O:24][C@@H:25]1[C@@H:30]([CH2:31][O:32][C:33](=[O:35])[CH3:34])[O:29][C@@H:28]([NH:36][C:46](=[C:48]2[C:54](=[O:55])[CH2:53][C:52]([CH3:57])([CH3:56])[CH2:51][C:49]2=[O:50])[CH3:45])[C@H:27]([O:37][C:38](=[O:40])[CH3:39])[C@H:26]1[O:41][C:42](=[O:44])[CH3:43])(=[O:3])[CH3:2]. Reported procedure: A mixture of 4-O-(2,3,4,6-tetra-O-acetyl-α-D-galactopyranosyl)-2,3,6-tri-O-acetyl-β-D-glucopyranosyl amine (157 mg, 0.24 mmol) and 2-acetyldimedone (81 mg, 0.45 mmol) in MeOH (5 ml) was refluxed for 5 h. The reaction mixture was evaporated, and the residue was purified by chromatography using CHCl3/EtOAc 1:1 as the mobile phase, to give 4-O-(2,3,4,6-tetra-O-acetyl-α-D-galactopyranosyl)-2,3,6-tri-O-acetyl-N-[1-(4,4-dimethyl-2,6-dioxocyclohex-1-ylidene)ethyl]-β-D-glucopyranosyl amine (27) (106 mg,... Starting materials: NC1=CC=C2C(=N1)C(=CN2)C=2CCN(CC2)C (5-amino-3-(1-methyl-1,2,3,6-tetrahydropyridin-4-yl)pyrrolo[3,2-b]pyridine), Cl.N1=CC=C(C=C1)C(=O)Cl (4-pyridinecarbonyl chloride hydrochloride). Reported procedure: Beginning with 0.200 gm (0.88 mMol) 5-amino-3-(1-methyl-1,2,3,6-tetrahydropyridin-4-yl)pyrrolo[3,2-b]pyridine and 0.188 gm (1.06 mMol) 4-pyridinecarbonyl chloride hydrochloride, 0.180 gm (61%) of the title compound were prepared as an ivory solid essentially by the procedure described in Example 8. An analytical sample was crystallized from aqueous ethanol. Yields the product N1=CC=C(C=C1)C(=O)NC1=CC=C2C(=N1)C(=CN2)C=2CCN(CC2)C (5-(N-[4-pyridinecarbonyl]amino)-3-(1-methyl-1,2,3,6-tetrahydropyridin-4-yl)pyrrolo[3,2-b]pyridine). Reaction SMILES: [NH2:1][C:2]1[N:7]=[C:6]2[C:8]([C:11]3[CH2:12][CH2:13][N:14]([CH3:17])[CH2:15][CH:16]=3)=[CH:9][NH:10][C:5]2=[CH:4][CH:3]=1.Cl.[N:19]1[CH:24]=[CH:23][C:22]([C:25](Cl)=[O:26])=[CH:21][CH:20]=1>>[N:19]1[CH:24]=[CH:23][C:22]([C:25]([NH:1][C:2]2[N:7]=[C:6]3[C:8]([C:11]4[CH2:12][CH2:13][N:14]([CH3:17])[CH2:15][CH:16]=4)=[CH:9][NH:10][C:5]3=[CH:4][CH:3]=2)=[O:26])=[CH:21][CH:20]=1 |f:1.2|. Yield: 61.4%. Reactants: BrC=1C=CC(=C(C1)C(=O)N1CCN(CC1)C1=CC=C(C=C1)C(F)(F)F)N1CCOCC1 ((5-Bromo-2-morpholin-4-yl-phenyl)-[4-(4-trifluoromethyl-phenyl)-piperazin-1-yl]-methanone), C1(CC1)C=1NC=CN1 (2-Cyclopropyl-1H-imidazole). Yields the product C1(CC1)C=1N(C=CN1)C=1C=CC(=C(C1)C(=O)N1CCN(CC1)C1=CC=C(C=C1)C(F)(F)F)N1CCOCC1 ([5-(2-Cyclopropyl-imidazol-1-yl)-2-morpholin-4-yl-phenyl]-[4-(4-trifluoromethyl-phenyl)-piperazin-1-yl]-methanone). Yield: 16.0%. Reaction SMILES: Br[C:2]1[CH:3]=[CH:4][C:5]([N:26]2[CH2:31][CH2:30][O:29][CH2:28][CH2:27]2)=[C:6]([C:8]([N:10]2[CH2:15][CH2:14][N:13]([C:16]3[CH:21]=[CH:20][C:19]([C:22]([F:25])([F:24])[F:23])=[CH:18][CH:17]=3)[CH2:12][CH2:11]2)=[O:9])[CH:7]=1.[CH:32]1([C:35]2[NH:36][CH:37]=[CH:38][N:39]=2)[CH2:34][CH2:33]1>>[CH:32]1([C:35]2[N:36]([C:2]3[CH:3]=[CH:4][C:5]([N:26]4[CH2:31][CH2:30][O:29][CH2:28][CH2:27]4)=[C:6]([C:8]([N:10]4[CH2:15][CH2:14][N:13]([C:16]5[CH:21]=[CH:20][C:19]([C:22]([F:25])([F:24])[F:23])=[CH:18][CH:17]=5)[CH2:12][CH2:11]4)=[O:9])[CH:7]=3)[CH:37]=[CH:38][N:39]=2)[CH2:34][CH2:33]1. Procedure details: The title compound was prepared according to the procedure described for example 199 from (5-Bromo-2-morpholin-4-yl-phenyl)-[4-(4-trifluoromethyl-phenyl)-piperazin-1-yl]-methanone (compound CR) and 2-Cyclopropyl-1H-imidazole (CAS: 89532-38-7) (16% yield, white solid, MS (m/e): 526.3 (M+H, 100%) RXN SMILES: C[O:2][C:3]1[CH:4]=[C:5]([CH2:11][CH2:12][N:13]2[CH2:18][CH2:17][N:16]([C:19]3[C:20](=[O:26])[CH:21]=[CH:22][CH:23]=[CH:24][CH:25]=3)[CH2:15][CH2:14]2)[CH:6]=[CH:7][C:8]=1[O:9]C.B(Br)(Br)Br.CO>C(Cl)Cl.C(=O)=O>[OH:2][C:3]1[CH:4]=[C:5]([CH2:11][CH2:12][N:13]2[CH2:14][CH2:15][N:16]([C:19]3[C:20](=[O:26])[CH:21]=[CH:22][CH:23]=[CH:24][CH:25]=3)[CH2:17][CH2:18]2)[CH:6]=[CH:7][C:8]=1[OH:9]. Solvent: C(Cl)Cl (methylene chloride), C(Cl)Cl (methylene chloride), C(=O)=O (dry ice). Product: hydrobromide salt, OC=1C=C(C=CC1O)CCN1CCN(CC1)C=1C(C=CC=CC1)=O (2-[4-[2-(3,4-Dihydroxyphenyl)ethyl]-1-piperazinyl]-2,4,6-cycloheptatrien-1-one). The reactants are B(Br)(Br)Br (boron tribromide), COC=1C=C(C=CC1OC)CCN1CCN(CC1)C=1C(C=CC=CC1)=O (2-[4-[2-(3,4-dimethoxyphenyl)ethyl]-1-piperazinyl]-2,4,6-cycloheptatrien-1-one), CO (methanol). Run at time 4 hour. Reported procedure: A solution of 2-[4-[2-(3,4-dimethoxyphenyl)ethyl]-1-piperazinyl]-2,4,6-cycloheptatrien-1-one (1.10 g, described in Example 4) in methylene chloride (5 ml) was cooled to -65° C. in dry ice bath. A solution of boron tribromide (3.36 g) in methylene chloride (5 ml) was added dropwise to the solution of the compound. After the addition, the temperature was allowed to rise to room temperature. After 4 hr, the mixture was cooled in an ice bath and methanol (20 ml) was added dropwise. The resulting mix... Reactants: N1CCCCC1 (piperidine), C(CS)(=O)OC (methyl thioglycolate), N1CCCCC1 (piperidine), C(\C=C\C)(=O)OC (methyl crotonate). Reaction conditions: time 8 hour. The product is COC(CSC(CC(=O)OC)C)=O (methyl 3-(2-methoxy-2-oxoethylthio)butanoate). Procedure details: To a mixture of methyl thioglycolate (21.2 g, 199.7 mmol) and piperidine (0.5 mL, 5.06 mmol) at 0° C. was added methyl crotonate (25.0 g, 249.70 mmol) dropwise. Additional piperidine (0.3 mL, 3.04 mmol) was added in two portions after 10 mins. The mixture was then stirred at rt overnight. The excess methyl crotonate and piperidne were removed by distillation to leave methyl 3-(2-methoxy-2-oxoethylthio)butanoate as a light yellow oil, (40 g, 97%). Without further purification, the crude product w... As a reaction SMILES: [C:1]([O:5][CH3:6])(=[O:4])[CH2:2][SH:3].N1CCCCC1.[C:13]([O:18][CH3:19])(=[O:17])/[CH:14]=[CH:15]/[CH3:16]>>[CH3:6][O:5][C:1](=[O:4])[CH2:2][S:3][CH:15]([CH3:16])[CH2:14][C:13]([O:18][CH3:19])=[O:17].